Task: describe an organic reaction: reactants, conditions, products, and yield. Dataset: the Open Reaction Database (ORD), a public repository of structured organic reaction records Reactants: CC=CC(=O)N1CCOC1=O, Cc1ccccc1, [Cl-], Nc1ccccc1, [NH4+], O=S(=O)(O)C(F)(F)F. The product is CC(CC(=O)N1CCOC1=O)Nc1ccccc1. RXN SMILES: [C:1]([CH:2]=[CH:3][CH3:4])(=[O:5])[N:6]1[C:7](=[O:11])[O:8][CH2:9][CH2:10]1.[CH3:29][c:30]1[cH:31][cH:32][cH:33][cH:34][cH:35]1.[Cl-:27].[NH2:12][c:13]1[cH:14][cH:15][cH:16][cH:17][cH:18]1.[NH4+:28].[OH:19][S:20]([C:21]([F:22])([F:23])[F:24])(=[O:25])=[O:26]>>[C:1]([CH2:2][CH:3]([CH3:4])[NH:12][c:13]1[cH:14][cH:15][cH:16][cH:17][cH:18]1)(=[O:5])[N:6]1[C:7](=[O:11])[O:8][CH2:9][CH2:10]1. The reactants are O=C1SC(C(N1)=O)CC1=CC=C(OCC(=O)NC2=C(C=C(C=C2)OC2=CC(=C(C=C2)CC2=CC=CC=C2)O)N(C(OC(C)(C)C)=O)C)C=C1 (t-butyl N-{2-[4-(2,4-dioxothiazolidin-5-ylmethyl)phenoxyacetylamino]-5-(4-benzyl-3-hydroxyphenoxy)phenyl}-N-methylcarbamate), Cl.O1CCOCC1 (hydrogen chloride dioxane), C(C)(=O)OCC (ethyl acetate). The solvent is CCCCCC (n-hexane). Conditions: time 3 day. The product is Cl.C(C1=CC=CC=C1)C1=C(C=C(OC=2C=CC3=C(N(C(=N3)COC3=CC=C(CC4C(NC(S4)=O)=O)C=C3)C)C2)C=C1)O (5-{4-[6-(4-Benzyl-3-hydroxyphenoxy)-1-methyl-1H-benzimidazole-2-ylmethoxy]benzyl}thiazolidine-2,4-dione hydrochloride). Reaction SMILES: [O:1]=[C:2]1[NH:6][C:5](=[O:7])[CH:4]([CH2:8][C:9]2[CH:49]=[CH:48][C:12]([O:13][CH2:14][C:15]([NH:17][C:18]3[CH:23]=[CH:22][C:21]([O:24][C:25]4[CH:30]=[CH:29][C:28]([CH2:31][C:32]5[CH:37]=[CH:36][CH:35]=[CH:34][CH:33]=5)=[C:27]([OH:38])[CH:26]=4)=[CH:20][C:19]=3[N:39](C)[C:40](=O)OC(C)(C)C)=O)=[CH:11][CH:10]=2)[S:3]1.[ClH:50].O1CCOCC1.C(OCC)(=O)C>CCCCCC>[ClH:50].[CH2:31]([C:28]1[CH:29]=[CH:30][C:25]([O:24][C:21]2[CH:22]=[CH:23][C:18]3[N:17]=[C:15]([CH2:14][O:13][C:12]4[CH:48]=[CH:49][C:9]([CH2:8][CH:4]5[S:3][C:2](=[O:1])[NH:6][C:5]5=[O:7])=[CH:10][CH:11]=4)[N:39]([CH3:40])[C:19]=3[CH:20]=2)=[CH:26][C:27]=1[OH:38])[C:32]1[CH:33]=[CH:34][CH:35]=[CH:36][CH:37]=1 |f:1.2,5.6|. Reported procedure: A mixture of t-butyl N-{2-[4-(2,4-dioxothiazolidin-5-ylmethyl)phenoxyacetylamino]-5-(4-benzyl-3-hydroxyphenoxy)phenyl}-N-methylcarbamate (1.4 g) and 4N hydrogen chloride/dioxane (20 ml) was stirred at ambient temperature for 3 days. On addition of ethyl acetate and n-hexane insoluble product was formed and isolated by filtration to give the title compound (1.5 g) Reaction SMILES: Br[C:2]1[CH:3]=[N:4][CH:5]=[CH:6][CH:7]=1.C([Li])CCC.[C:13](OCC)(=[O:17])[C:14]([O-:16])=[O:15]>C1COCC1>[N:4]1[CH:5]=[CH:6][CH:7]=[C:2]([C:13](=[O:17])[C:14]([OH:16])=[O:15])[CH:3]=1. Procedure: 10 g. (0.063 mol) of 3-bromopyridine in 80 ml. of dry THF was added dropwise to a -70° C. solution of butyl lithium (1.6M, 40.6 ml, 0.065 mol) dissolved in 120 ml. of dried THF over a 20 minute period. The resulting brown solution was stirred at -70° C. for 30 minutes and then transferred by nylon tubing under positive nitrogen pressure into a stirred 0° C. solution of ethyl oxalate (36.8 g, 0.25 mol) in 60 ml of dry THF. The solution was stirred at 0° C. for 45 minutes, quenched by addition of ... Solvent: C1CCOC1 (THF), C1CCOC1 (THF), C1CCOC1 (THF). Reaction conditions: temperature -70 celsius, time 30 minute. The product is N1=CC(=CC=C1)C(C(=O)O)=O (3-pyridyl glyoxylic acid). Reactants: C(CCC)[Li] (butyl lithium), BrC=1C=NC=CC1 (3-bromopyridine), C(C(=O)[O-])(=O)OCC (ethyl oxalate), nylon. Reactants: NC1=C(C(=O)C2=C(C=CC=C2)Cl)C=C(C=C1)Cl (2-amino-2',5-dichlorobenzophenone), O.NN (hydrazine hydrate). Solvent: C(COCCO)O (diethylene glycol). Yields the product NN.NC1=C(C(=O)C2=C(C=CC=C2)Cl)C=C(C=C1)Cl (2-amino-2',5-dichlorobenzophenone hydrazine). Reaction SMILES: [NH2:1][C:2]1[CH:16]=[CH:15][C:14]([Cl:17])=[CH:13][C:3]=1[C:4]([C:6]1[CH:11]=[CH:10][CH:9]=[CH:8][C:7]=1[Cl:12])=[O:5].O.[NH2:19][NH2:20]>C(O)COCCO>[NH2:19][NH2:20].[NH2:1][C:2]1[CH:16]=[CH:15][C:14]([Cl:17])=[CH:13][C:3]=1[C:4]([C:6]1[CH:11]=[CH:10][CH:9]=[CH:8][C:7]=1[Cl:12])=[O:5] |f:1.2,4.5|. Reported procedure: In the manner given in Preparation 1, 2-amino-2',5-dichlorobenzophenone is refluxed with hydrazine hydrate in diethylene glycol to give 2-amino-2',5-dichlorobenzophenone hydrazine. Reactants: [Si](C)(C)(C)C=[N+]=[N-] (TMS-diazomethane), BrC1=CC(=C(C=C1)NC1=C(C(=NC=C1C(=O)O)Cl)Cl)Cl (4-(4-bromo-2-chlorophenylamino)-5,6-dichloronicotinic acid), mixture, CO (MeOH). The solvent is C1(=CC=CC=C1)C (toluene), hexanes. Yields the product BrC1=CC(=C(C=C1)NC1=C(C(=NC=C1C(=O)OC)Cl)Cl)Cl (Methyl 4-(4-bromo-2-chlorophenylamino)-5,6-dichloronicotinate). The yield is 65.9%. RXN SMILES: [Br:1][C:2]1[CH:7]=[CH:6][C:5]([NH:8][C:9]2[C:14]([C:15]([OH:17])=[O:16])=[CH:13][N:12]=[C:11]([Cl:18])[C:10]=2[Cl:19])=[C:4]([Cl:20])[CH:3]=1.CO.[Si](C=[N+]=[N-])(C)(C)[CH3:24]>C1(C)C=CC=CC=1>[Br:1][C:2]1[CH:7]=[CH:6][C:5]([NH:8][C:9]2[C:14]([C:15]([O:17][CH3:24])=[O:16])=[CH:13][N:12]=[C:11]([Cl:18])[C:10]=2[Cl:19])=[C:4]([Cl:20])[CH:3]=1. Procedure details: To a suspension of 4-(4-bromo-2-chlorophenylamino)-5,6-dichloronicotinic acid (4.3975 g, 11.2 mmol) in a mixture 70 ml MeOH and 70 ml toluene was added TMS-diazomethane (10 ml, 20 mmol, 2M/hexanes) in small portions at room temperature. At the end of the addition the suspension turned into a solution, and then a precipitate was formed again. The suspension was diluted with hexanes and filtered. And the precipitate was washed with hexanes and dried in vacuo to obtain the title compound 3.03 g (66... Reactants: OC1CCC=2C=CC=C(C2C1)NC(OC1=CC=CC=C1)=O (phenyl (7-hydroxy-5,6,7,8-tetrahydronaphthalen-1-yl)carbamate), IC=1C=C(N)C=CC1 (3-iodoaniline), O (water). Solvent: CS(=O)C (DMSO). Reaction conditions: temperature 100 celsius. Product: OC1CCC=2C=CC=C(C2C1)NC(=O)NC1=CC(=CC=C1)I (N-(7-hydroxy-5,6,7,8-tetrahydronaphthalen-1-yl)-N′-(3-iodophenyl)urea). Isolated yield 45.2%. As a reaction SMILES: [OH:1][CH:2]1[CH2:11][C:10]2[C:9]([NH:12][C:13](=[O:21])OC3C=CC=CC=3)=[CH:8][CH:7]=[CH:6][C:5]=2[CH2:4][CH2:3]1.[I:22][C:23]1[CH:24]=[C:25]([CH:27]=[CH:28][CH:29]=1)[NH2:26].O>CS(C)=O>[OH:1][CH:2]1[CH2:11][C:10]2[C:9]([NH:12][C:13]([NH:26][C:25]3[CH:27]=[CH:28][CH:29]=[C:23]([I:22])[CH:24]=3)=[O:21])=[CH:8][CH:7]=[CH:6][C:5]=2[CH2:4][CH2:3]1. Procedure: Next, a mixture of phenyl (7-hydroxy-5,6,7,8-tetrahydronaphthalen-1-yl)carbamate (30.0 mg, 0.11 mmol) and 3-iodoaniline (25.5 mg, 0.12 mmol) in 0.2 mL of DMSO was heated at 100° C. for 16 hours. After cooled to room temperature, water was added and the product was extracted with ethylacetate. The organic layer was washed with water then brine, dried over Na2SO4, filtered, and concentrated under reduced pressure to obtain N-(7-hydroxy-5,6,7,8-tetrahydronaphthalen-1-yl)-N′-(3-iodophenyl)urea (20.3... Starting materials: Cn1c(=O)oc2ccc(-c3ccc(CC(C#N)NC(=O)C4CCCCN4C(=O)OC(C)(C)C)cc3)cc21, CCOCC, O=CO. The product is Cn1c(=O)oc2ccc(-c3ccc(CC(C#N)NC(=O)C4CCCCN4)cc3)cc21. RXN SMILES: [C:1](#[N:2])[CH:3]([CH2:4][c:5]1[cH:6][cH:7][c:8](-[c:11]2[cH:12][cH:13][c:14]3[c:15]([n:16]([CH3:20])[c:17](=[O:19])[o:18]3)[cH:21]2)[cH:9][cH:10]1)[NH:22][C:23](=[O:24])[CH:25]1[N:26]([C:31]([O:32][C:33]([CH3:34])([CH3:35])[CH3:36])=[O:37])[CH2:27][CH2:28][CH2:29][CH2:30]1.[CH3:38][CH2:39][O:40][CH2:41][CH3:42].[CH:43]([OH:44])=[O:45]>>[C:1](#[N:2])[CH:3]([CH2:4][c:5]1[cH:6][cH:7][c:8](-[c:11]2[cH:12][cH:13][c:14]3[c:15]([n:16]([CH3:20])[c:17](=[O:19])[o:18]3)[cH:21]2)[cH:9][cH:10]1)[NH:22][C:23](=[O:24])[CH:25]1[NH:26][CH2:27][CH2:28][CH2:29][CH2:30]1.